This data is from the Open Reaction Database (ORD), a public repository of structured organic reaction records. The task is: describe an organic reaction: reactants, conditions, products, and yield The reactants are CC(C)(C)OC(=O)N1CCC2(C=Cc3ccccc32)CC1, CCOC(C)=O, Cl. Product: Cl, C1=CC2(CCNCC2)c2ccccc21. RXN SMILES: [C:1]([O:2][C:3](=[O:4])[N:8]1[CH2:9][CH2:10][C:11]2([CH:12]=[CH:13][c:14]3[cH:15][cH:16][cH:17][cH:18][c:19]32)[CH2:20][CH2:21]1)([CH3:5])([CH3:6])[CH3:7].[CH3:23][CH2:24][O:25][C:26](=[O:27])[CH3:28].[ClH:22]>>[ClH:22].[NH:8]1[CH2:9][CH2:10][C:11]2([CH:12]=[CH:13][c:14]3[cH:15][cH:16][cH:17][cH:18][c:19]32)[CH2:20][CH2:21]1. Starting materials: CCc1ccc(OC)c(Br)[n+]1[O-], ClCCl, [Na+], [OH-], BrP(Br)Br. Product: CCc1ccc(OC)c(Br)n1. RXN SMILES: [Br:5][c:6]1[n+:7]([O-:16])[c:8]([CH2:14][CH3:15])[cH:9][cH:10][c:11]1[O:12][CH3:13].[Cl:19][CH2:20][Cl:21].[Na+:18].[OH-:17].[P:1]([Br:2])([Br:3])[Br:4]>>[Br:5][c:6]1[n:7][c:8]([CH2:14][CH3:15])[cH:9][cH:10][c:11]1[O:12][CH3:13].